This data is from the Open Reaction Database (ORD), a public repository of structured organic reaction records. The task is: describe an organic reaction: reactants, conditions, products, and yield Reactants: COCCCCC(O)(c1cccc(Cl)c1F)C1CCCN(C(=O)OC(C)(C)C)C1, ClCCl, O=C(O)C(F)(F)F, [Na+], O=C([O-])O. Yields the product COCCCCC(O)(c1cccc(Cl)c1F)C1CCCNC1. Reaction SMILES: [Cl:1][c:2]1[c:3]([F:29])[c:4]([C:8]([CH2:9][CH2:10][CH2:11][CH2:12][O:13][CH3:14])([OH:15])[CH:16]2[CH2:17][N:18]([C:22]([O:23][C:24]([CH3:25])([CH3:26])[CH3:27])=[O:28])[CH2:19][CH2:20][CH2:21]2)[cH:5][cH:6][cH:7]1.[Cl:42][CH2:43][Cl:44].[F:35][C:36]([F:37])([F:38])[C:39]([OH:40])=[O:41].[Na+:34].[O-:30][C:31]([OH:32])=[O:33]>>[Cl:1][c:2]1[c:3]([F:29])[c:4]([C:8]([CH2:9][CH2:10][CH2:11][CH2:12][O:13][CH3:14])([OH:15])[CH:16]2[CH2:17][NH:18][CH2:19][CH2:20][CH2:21]2)[cH:5][cH:6][cH:7]1.